From a dataset of the Open Reaction Database (ORD), a public repository of structured organic reaction records. describe an organic reaction: reactants, conditions, products, and yield Procedure: 2,4-Difluoro-1-(methylsulfonyl)benzene (3.13 mmol), 1-(3,5-dichlorophenyl)ethanamine (3.13 mmol) and N,N-diisopropylethylamine (6.3 mmol) were stirred at 45° C. in dry acetonitrile (25 mL) for 16 h. The solvent was evaporated and the residue was dissolved in dichloromethane and washed with water. The dichloromethane was evaporated and purified by silica chromatography in 20% ethyl acetate in hexanes to collect the title compound (9% yield). 1H NMR (400 MHz, CDCl3): δ 9.23 (s, 1H), 7.87 (t, 1H), ... Reactants: FC1=C(C=CC(=C1)F)S(=O)(=O)C (2,4-Difluoro-1-(methylsulfonyl)benzene), ClC=1C=C(C=C(C1)Cl)C(C)N (1-(3,5-dichlorophenyl)ethanamine), C(C)(C)N(C(C)C)CC (N,N-diisopropylethylamine). Yield: 9.0%. As a reaction SMILES: F[C:2]1[CH:7]=[C:6]([F:8])[CH:5]=[CH:4][C:3]=1[S:9]([CH3:12])(=[O:11])=[O:10].[Cl:13][C:14]1[CH:15]=[C:16]([CH:21]([NH2:23])[CH3:22])[CH:17]=[C:18]([Cl:20])[CH:19]=1.C(N(CC)C(C)C)(C)C>C(#N)C>[Cl:13][C:14]1[CH:15]=[C:16]([CH:21]([NH:23][C:2]2[CH:7]=[C:6]([F:8])[CH:5]=[CH:4][C:3]=2[S:9]([CH3:12])(=[O:11])=[O:10])[CH3:22])[CH:17]=[C:18]([Cl:20])[CH:19]=1. Solvent: C(C)#N (acetonitrile). Product: ClC=1C=C(C=C(C1)Cl)C(C)NC1=C(C=CC(=C1)F)S(=O)(=O)C (N-(1-(3,5-Dichlorophenyl)ethyl)-5-fluoro-2-(methylsulfonyl)benzenamine). The reactants are C(C1=CC=CC=C1)(=O)OCCOCN1C2=NC(=NC(=C2N=C1)N)SC (9-(2-benzoyloxyethoxymethyl)-2-methylthioadenine). Run in CN (methylamine). The product is OCCOCN1C2=NC(=NC(=C2N=C1)N)SC (9-(2-hydroxyethoxymethyl)-2-methylthioadenine). Reaction SMILES: C([O:9][CH2:10][CH2:11][O:12][CH2:13][N:14]1[CH:22]=[N:21][C:20]2[C:15]1=[N:16][C:17]([S:24][CH3:25])=[N:18][C:19]=2[NH2:23])(=O)C1C=CC=CC=1>CN>[OH:9][CH2:10][CH2:11][O:12][CH2:13][N:14]1[CH:22]=[N:21][C:20]2[C:15]1=[N:16][C:17]([S:24][CH3:25])=[N:18][C:19]=2[NH2:23]. Reported procedure: A mixture of 2.20 g (6.12 mmol) of 9-(2-benzoyloxyethoxymethyl)-2-methylthioadenine and 100 ml of 40% aqueous methylamine was heated on a steam bath with occasional agitation for one hour. The solution was cooled and spin evaporated in vacuo. The resultant oil was leached with five 40 ml portions of hot ether to give a solid; yield, 1.31 g (84%), m.p. 174°-176°. Recrystallization from ethanol gave the analytical sample of 9-(2-hydroxyethoxymethyl)-2-methylthioadenine; λmax (ε × 10-3) (10% EtOH i... The reactants are FC1=CC=C(C=C1)CC(=O)O (2-(4-fluorophenyl)acetic acid), S(=O)(Cl)Cl (thionyl chloride), CCO (EtOH), TEA. Conditions: temperature 0 celsius. Yields the product FC1=CC=C(C=C1)CC(=O)OCC (Ethyl 2-(4-fluorophenyl)acetate). Yield: 89.2%. As a reaction SMILES: [F:1][C:2]1[CH:7]=[CH:6][C:5]([CH2:8][C:9]([OH:11])=[O:10])=[CH:4][CH:3]=1.S(Cl)(Cl)=O.[CH3:16][CH2:17]O>>[F:1][C:2]1[CH:3]=[CH:4][C:5]([CH2:8][C:9]([O:11][CH2:16][CH3:17])=[O:10])=[CH:6][CH:7]=1. Reported procedure: A mixture of 2-(4-fluorophenyl)acetic acid (23.5 g, 152 mmol) in thionyl chloride 56 mL, 762 mmol) was refluxed for 2 hours and then concentrated in vacuo. The residue was diluted with 200 mL DCM, and stirred at 0° C. The mixture was treated with EtOH (9.8 mL, 168 mmol) and TEA (26 mL) dropwise. The mixture was then stirred for 2 hours. The mixture was quenched with 20 mL H2O and extracted with DCM (3×50 mL). The combined organics were washed with H2O (3×50 mL) and brine 20 mL, dried over anhydr... The reactants are COC(=O)c1ccc2nc(Br)sc2c1, CC(C)(C)OC(=O)N1CCNCC1, O=C([O-])[O-], CC#N, ClCCl, O=C(O)C(F)(F)F, [K+], [K+]. The product is COC(=O)c1ccc2nc(N3CCNCC3)sc2c1. RXN SMILES: [Br:1][c:2]1[s:3][c:4]2[c:5]([n:6]1)[cH:7][cH:8][c:9]([C:11](=[O:12])[O:13][CH3:14])[cH:10]2.[C:15]([O:16][C:17]([CH3:18])([CH3:19])[CH3:20])(=[O:21])[N:22]1[CH2:23][CH2:24][NH:25][CH2:26][CH2:27]1.[C:28](=[O:29])([O-:30])[O-:31].[CH3:44][C:45]#[N:46].[Cl:34][CH2:35][Cl:36].[F:37][C:38]([F:39])([F:40])[C:41]([OH:42])=[O:43].[K+:32].[K+:33]>>[c:2]1([N:22]2[CH2:23][CH2:24][NH:25][CH2:26][CH2:27]2)[s:3][c:4]2[c:5]([n:6]1)[cH:7][cH:8][c:9]([C:11](=[O:12])[O:13][CH3:14])[cH:10]2. Starting materials: N1C(=O)C(=O)C2=CC=CC=C12 (isatin), solution, CC=1C=C(C=C(C1OC)C)[Mg]Br (3,5-dimethyl-4-methoxyphenylmagnesium bromide), C1CCOC1 (THF). The product is OC1(C(NC2=CC=CC=C12)=O)C1=CC(=C(C(=C1)C)OC)C (3-Hydroxy-3-(4-methoxy-3,5-dimethyl-phenyl)-1,3-dihydro-indol-2-one). Yield: 84.0%. Reaction SMILES: [NH:1]1[C:11]2[C:6](=[CH:7][CH:8]=[CH:9][CH:10]=2)[C:4](=[O:5])[C:2]1=[O:3].[CH3:12][C:13]1[CH:14]=[C:15]([Mg]Br)[CH:16]=[C:17]([CH3:21])[C:18]=1[O:19][CH3:20].C1COCC1>>[OH:5][C:4]1([C:15]2[CH:16]=[C:17]([CH3:21])[C:18]([O:19][CH3:20])=[C:13]([CH3:12])[CH:14]=2)[C:6]2[C:11](=[CH:10][CH:9]=[CH:8][CH:7]=2)[NH:1][C:2]1=[O:3]. Procedure: Using a method similar to Preparation 18 with isatin (1.77 g, 12 mmol) a 0.5M solution of 3,5-dimethyl-4-methoxyphenylmagnesium bromide in THF (50 mL, 25 mmol) gives 2.70 g (84%) of a yellow solid. MS (ES): m/z=266 (M+1−H2O), 282 (M−1); 1H NMR(DMSO-d6): δ10.35 (s, 1H), 7.24 (dt, J=1.3 Hz, J=7.6 Hz, 1H), 7.10 (d, J=6.4 Hz, 1H), 6.98 (dd, J=0.9 Hz, J=7.5 Hz, 1H), 6.90 (m, 3H), 6.50 (s, 1H), 3.62 (s, 3H), 2.17 (s, 6H). The reactants are [OH-].[Na+] (sodium hydroxide), NC=1C=NC2=C(C=CC=C2C1)Br (3-amino-8-bromoquinoline), Cl (hydrochloric acid), C(C)(=O)OC(C)=O (acetic acid anhydride), FC(C(=O)N1CC2=CC(=CC=C2CC1)S(=O)(=O)Cl)(F)F (1,2,3,4-tetrahydro-2-(trifluoroacetyl)isoquinoline-7-sulfonyl chloride). Run in C(C)O (Ethanol), N1=CC=CC=C1 (Pyridine), [Cl-].[Na+].O (Brine). Run at time 30 minute. Product: BrC=1C=CC=C2C=C(C=NC12)N(S(=O)(=O)C1=CC=C2CCNCC2=C1)C(C)=O (N-(8-Bromoquinoline-3-yl)-1,2,3,4-tetrahydro-N-acetyl-7-isoquinolinesulfonamide). RXN SMILES: [NH2:1][C:2]1[CH:3]=[N:4][C:5]2[C:10]([CH:11]=1)=[CH:9][CH:8]=[CH:7][C:6]=2[Br:12].FC(F)(F)C([N:17]1[CH2:26][CH2:25][C:24]2[C:19](=[CH:20][C:21]([S:27](Cl)(=[O:29])=[O:28])=[CH:22][CH:23]=2)[CH2:18]1)=O.[OH-].[Na+].Cl.[C:36](OC(=O)C)(=[O:38])[CH3:37]>[Cl-].[Na+].O.N1C=CC=CC=1.C(O)C>[Br:12][C:6]1[CH:7]=[CH:8][CH:9]=[C:10]2[C:5]=1[N:4]=[CH:3][C:2]([N:1]([C:36](=[O:38])[CH3:37])[S:27]([C:21]1[CH:20]=[C:19]3[C:24]([CH2:25][CH2:26][NH:17][CH2:18]3)=[CH:23][CH:22]=1)(=[O:28])=[O:29])=[CH:11]2 |f:2.3,6.7.8|. Procedure: 180 mg of white crystals were obtained using 145 mg (0.65 mmol, Production Example 5b) of 3-amino-8-bromoquinoline and 277 mg (0.85 mmol) of 1,2,3,4-tetrahydro-2-(trifluoroacetyl)isoquinoline-7-sulfonyl chloride in the same manner as in Synthetic Example 1b. Ethanol (20 ml) and an aqueous 1 N sodium hydroxide solution (0.5 ml) were added to the crystals, followed by stirring at room temperature for 30 minutes. An aqueous 1 N hydrochloric acid solution (0.4 ml) was added to the reaction solution,... RXN SMILES: C[NH:2][C:3]1[CH:8]=[CH:7][CH:6]=[C:5](NC)[CH:4]=1.C(O[C:15](=[O:17])[CH3:16])(=O)C.C([O:20][CH2:21][CH3:22])C>>[CH3:22][C:21]([N:2]([C:15]([CH3:16])=[O:17])[C:3]1[CH:8]=[CH:7][CH:6]=[CH:5][CH:4]=1)=[O:20]. Reactants: CCOCC (ether), CNC1=CC(=CC=C1)NC (N,N'-dimethyl-1,3-benzenediamine), C(C)(=O)OC(C)=O (acetic anhydride), C(C)OCC (ethyl ether). Run at time 2 hour. Product: CC(=O)N(C1=CC=CC=C1)C(=O)C (diacetanilide). Reported procedure: To a solution of N,N'-dimethyl-1,3-benzenediamine (27.2 g, 0.20 mol) in ethyl ether (300 ml) is added acetic anhydride (44.8 g, 0.44 mol) over 20 minutes at room temperature. The mixture is stirred at room temperature for 2 hours. The solution is diluted with ether (300 ml) and washed with saturated sodium carbonate solution and water, dried over magnesium sulfate, and concentrated to a solid. The solid is recrystallized from ethyl acetate-hexane to give the pure diacetanilide. The reactants are CCOC(C)c1ccc(C(=O)O)cc1, Cc1ccccc1, O=S(Cl)Cl, c1ccncc1. Product: CCOC(C)c1ccc(C(=O)Cl)cc1. Reaction SMILES: [CH2:1]([CH3:2])[O:3][CH:4]([CH3:5])[c:6]1[cH:7][cH:8][c:9]([C:10](=[O:11])[OH:12])[cH:13][cH:14]1.[CH3:25][c:26]1[cH:27][cH:28][cH:29][cH:30][cH:31]1.[S:15]([Cl:16])([Cl:17])=[O:18].[cH:19]1[cH:20][cH:21][n:22][cH:23][cH:24]1>>[CH2:1]([CH3:2])[O:3][CH:4]([CH3:5])[c:6]1[cH:7][cH:8][c:9]([C:10](=[O:11])[Cl:17])[cH:13][cH:14]1. The reactants are CC(=O)OCC1=C(N2[C@@H]([C@@H](C2=O)N)SC1)C(=O)O (7-ACA), amino, C(C)(C)(C)OC(=O)NC(C(=O)O)C1=CC=C(C=C1)NC(=O)NC (α-t-butoxycarbonylamino-p-(3-methylureido)phenylacetic acid), SC=1N=NNC1 (4-mercapto-1,2,3-triazole). Yields the product NC(C(=O)NC1[C@@H]2N(C(=C(CS2)CSC=2N=NNC2)C(=O)O)C1=O)C1=CC=C(C=C1)NC(=O)NC (7-[α-amino-p-(3-methylureido) phenylacetamido]-3-(1,2,3-triazol-4-ylthiomethyl)-3-cephem-4-carboxylic acid). Reaction SMILES: CC(O[CH2:5][C:6]1[CH2:15][S:14][C@@H:9]2[C@H:10]([NH2:13])[C:11](=[O:12])[N:8]2[C:7]=1[C:16]([OH:18])=[O:17])=O.C(OC([NH:26][CH:27]([C:31]1[CH:36]=[CH:35][C:34]([NH:37][C:38]([NH:40][CH3:41])=[O:39])=[CH:33][CH:32]=1)[C:28]([OH:30])=O)=O)(C)(C)C.[SH:42][C:43]1[N:44]=[N:45][NH:46][CH:47]=1>>[NH2:26][CH:27]([C:31]1[CH:32]=[CH:33][C:34]([NH:37][C:38]([NH:40][CH3:41])=[O:39])=[CH:35][CH:36]=1)[C:28]([NH:13][CH:10]1[C:11](=[O:12])[N:8]2[C:7]([C:16]([OH:18])=[O:17])=[C:6]([CH2:5][S:42][C:43]3[N:44]=[N:45][NH:46][CH:47]=3)[CH2:15][S:14][C@H:9]12)=[O:30]. Procedure details: Acylation of 7-ADCA, 7-amino-3-(5-methyl-1,3,4-thiadiazol-2-ylthiomethyl)-3-cephem-4-carboxylic acid or any of the cephem compounds named in Example 6 with α-t-butoxycarboxyamino-p-(3-methylureido)phenylacetic acid followed by deblocking according to the procedure of Example 2 gives the corresponding 7-[α-amino-p-(3-methylureido)-phenylacetamido]cephem compound. 7-[α-amino-p-(3-methylureido) phenylacetamido]-3-(1,2,3-triazol-4-ylthiomethyl)-3-cephem-4-carboxylic acid is prepared by reacting 7-AC...